This data is from the Open Reaction Database (ORD), a public repository of structured organic reaction records. The task is: describe an organic reaction: reactants, conditions, products, and yield Starting materials: ClC1=NC(=NC(=N1)Cl)N1[C@H](COCC1)C ((S)-4-(4,6-dichloro-1,3,5-triazin-2-yl)-3-methylmorpholine), CS(=O)(=O)C1=C(C=CC=C1)B(O)O (2-methylsulfonylphenyl boronic acid), C([O-])([O-])=O.[Na+].[Na+] (sodium carbonate), bis(triphenylphosphene)palladium(II) dichloride. Run in COCCOC.O (DME H2O), C(Cl)Cl (DCM). Run at temperature 60 celsius. Yields the product ClC1=NC(=NC(=N1)C1=C(C=CC=C1)S(=O)(=O)C)N1[C@H](COCC1)C ((S)-4-(4-chloro-6-(2-(methylsulfonyl)phenyl)-1,3,5-triazin-2-yl)-3-methylmorpholine). Reaction SMILES: Cl[C:2]1[N:7]=[C:6]([Cl:8])[N:5]=[C:4]([N:9]2[CH2:14][CH2:13][O:12][CH2:11][C@@H:10]2[CH3:15])[N:3]=1.[CH3:16][S:17]([C:20]1[CH:25]=[CH:24][CH:23]=[CH:22][C:21]=1B(O)O)(=[O:19])=[O:18].C(=O)([O-])[O-].[Na+].[Na+]>COCCOC.O.C(Cl)Cl>[Cl:8][C:6]1[N:7]=[C:2]([C:21]2[CH:22]=[CH:23][CH:24]=[CH:25][C:20]=2[S:17]([CH3:16])(=[O:19])=[O:18])[N:3]=[C:4]([N:9]2[CH2:14][CH2:13][O:12][CH2:11][C@@H:10]2[CH3:15])[N:5]=1 |f:2.3.4,5.6|. Reported procedure: A mixture of (S)-4-(4,6-dichloro-1,3,5-triazin-2-yl)-3-methylmorpholine (1.25 g, 5.0 mmol), 2-methylsulfonylphenyl boronic acid (1.1 g, 5.5 mmol), sodium carbonate (1.6 g, 15.0 mmol) and bis(triphenylphosphene)palladium(II) dichloride (205 mg, 0.25 mmol) in DME/H2O/ (4:1, 10 mL) was heated in the microwave at 60° C. for 25 minutes. The mixture was then diluted with DCM (200 mL), washed with water (200 mL), the organic layer passed through a PTFE hydrophobic frit and the solvent removed in vacuo ...